Dataset: the Open Reaction Database (ORD), a public repository of structured organic reaction records. Task: describe an organic reaction: reactants, conditions, products, and yield Reactants: OP(=O)(O)O (H3PO4), N (ammonia). Solvent: O (water). Product: P(=O)([O-])([O-])[O-].[NH4+].[NH4+].[NH4+] (ammonium phosphate), N (NH3). RXN SMILES: [OH:1][P:2]([OH:5])([OH:4])=[O:3].[NH3:6]>O>[P:2]([O-:5])([O-:4])([O-:3])=[O:1].[NH4+:6].[NH4+:6].[NH4+:6].[NH3:6] |f:3.4.5.6|. Reported procedure: A process for producing solid ammonium phosphates which process comprises reacting in the liquid phase and at a pressure of from -0.1 to +1.5 kg/cm2 in a first stage phosphoric acid containing from 35 to 60% by weight of P2O5 and up to 20% by weight of H2SO4 with gaseous ammonia, the major part of said ammonium gas having been obtained from a source outside the process, so as to produce a fluid ammonium phosphate having an NH3 :H3PO4 molar ratio which varies from 0.1:1 to 1.45:1 and a water cont... Reactants: CCCC(=O)Cl, C1CCOC1, CCOC(C)=O, [Cl-], Cl, NC(=O)c1cc(Cl)ccc1N, [Na+], [OH-]. Yields the product CCCC(=O)Nc1ccc(Cl)cc1C(N)=O. RXN SMILES: [C:1]([CH2:2][CH2:3][CH3:4])(=[O:5])[Cl:6].[CH2:28]1[O:29][CH2:30][CH2:31][CH2:32]1.[CH3:22][CH2:23][O:24][C:25](=[O:26])[CH3:27].[Cl-:20].[ClH:21].[NH2:7][c:8]1[c:9]([C:10](=[O:11])[NH2:12])[cH:13][c:14]([Cl:17])[cH:15][cH:16]1.[Na+:19].[OH-:18]>>[C:1]([CH2:2][CH2:3][CH3:4])(=[O:5])[NH:7][c:8]1[c:9]([C:10](=[O:11])[NH2:12])[cH:13][c:14]([Cl:17])[cH:15][cH:16]1. The reactants are CCN=C=NCCCN(C)C, CCOC(C)=O, CCn1c(-c2nonc2N)nc2cnc(Oc3cccc(N)c3)cc21, CN(C)C=O, O, O=C(O)c1cccnc1, On1nnc2ccccc21. Product: CCn1c(-c2nonc2N)nc2cnc(Oc3cccc(NC(=O)c4cccnc4)c3)cc21. Reaction SMILES: [CH3:10][CH2:11][N:12]=[C:13]=[N:14][CH2:15][CH2:16][CH2:17][N:18]([CH3:19])[CH3:20].[CH3:62][CH2:63][O:64][C:65]([CH3:66])=[O:67].[NH2:31][c:32]1[cH:33][c:34]([O:38][c:39]2[cH:40][c:41]3[c:42]([cH:43][n:44]2)[n:45][c:46](-[c:50]2[c:51]([NH2:55])[n:52][o:53][n:54]2)[n:47]3[CH2:48][CH3:49])[cH:35][cH:36][cH:37]1.[O:56]=[CH:57][N:58]([CH3:59])[CH3:60].[OH2:61].[OH:1][C:2](=[O:3])[c:4]1[cH:5][cH:6][cH:7][n:8][cH:9]1.[OH:21][n:22]1[c:23]2[c:24]([cH:25][cH:26][cH:27][cH:28]2)[n:29][n:30]1>>[C:2](=[O:3])([c:4]1[cH:5][cH:6][cH:7][n:8][cH:9]1)[NH:31][c:32]1[cH:33][c:34]([O:38][c:39]2[cH:40][c:41]3[c:42]([cH:43][n:44]2)[n:45][c:46](-[c:50]2[c:51]([NH2:55])[n:52][o:53][n:54]2)[n:47]3[CH2:48][CH3:49])[cH:35][cH:36][cH:37]1. Starting materials: C1(CCC1)O (cyclobutanol), OC=1C=C(C(=O)OC)C=C(C1)N1C(CCC1)=O (methyl 3-hydroxy-5-(2-oxopyrrolidin-1-yl)-benzoate). Yields the product C1(CCC1)OC=1C=C(C(=O)OC)C=C(C1)N1C(CCC1)=O (Methyl 3-cyclobutyloxy-5-(2-oxopyrrolidin-1-yl)benzoate). As a reaction SMILES: [CH:1]1([OH:5])[CH2:4][CH2:3][CH2:2]1.O[C:7]1[CH:8]=[C:9]([CH:14]=[C:15]([N:17]2[CH2:21][CH2:20][CH2:19][C:18]2=[O:22])[CH:16]=1)[C:10]([O:12][CH3:13])=[O:11]>>[CH:1]1([O:5][C:7]2[CH:8]=[C:9]([CH:14]=[C:15]([N:17]3[CH2:21][CH2:20][CH2:19][C:18]3=[O:22])[CH:16]=2)[C:10]([O:12][CH3:13])=[O:11])[CH2:4][CH2:3][CH2:2]1. Procedure details: Prepared in an analogous manner to D14 (first part of synthesis) from cyclobutanol and methyl 3-hydroxy-5-(2-oxopyrrolidin-1-yl)-benzoate (D41).